This data is from the Open Reaction Database (ORD), a public repository of structured organic reaction records. The task is: describe an organic reaction: reactants, conditions, products, and yield Reactants: solution, CN (methylamine), BrC=1C=C(/C=C/C(=O)Cl)C=CC1 (trans 3-bromocinnamoyl chloride). The solvent is C1=CC=CC=C1 (benzene). Product: BrC=1C=C(/C=C/C(=O)NC)C=CC1 (trans 3-bromo-N-methylcinnamamide). Reaction SMILES: [Br:1][C:2]1[CH:3]=[C:4]([CH:10]=[CH:11][CH:12]=1)/[CH:5]=[CH:6]/[C:7](Cl)=[O:8].[CH3:13][NH2:14]>C1C=CC=CC=1>[Br:1][C:2]1[CH:3]=[C:4]([CH:10]=[CH:11][CH:12]=1)/[CH:5]=[CH:6]/[C:7]([NH:14][CH3:13])=[O:8]. Procedure: A solution of trans 3-bromocinnamoyl chloride (5 g) in dry benzene (100 ml) was added with stirring to an ethereal (200 ml) solution of methylamine (3 g). After the addition was complete, a slow stream of methylamine gas was bubbled through the reaction mixture at room temperature for one hour. Solvent and excess amine were removed under reduced pressure. The crude product was triturated with water, filtered, and recrystallized from ethanol-water to give trans 3-bromo-N-methylcinnamamide, m.p. 1... The solvent is C(Cl)Cl (methylene chloride), C(C)OCC (diethyl ether), O (water). Product: O=C1C2=C(CCC3=C1C=CC(=C3)C(C(=O)OC)C)C=CC=C2 (methyl 2-(5-oxo-10,11-dihydrodibenzo[a,d]cyclohepten-2-yl)propionate). Reactants: O=C1C2=C(CCC3=C1C=CC(=C3)C(C(=O)Cl)C)C=CC=C2 (2-(5-oxo-10,11-dihydrodibenzo[a,d]cyclohepten-2-yl)propionyl chloride), CO (methanol), N1=CC=CC=C1 (pyridine). Reaction SMILES: [O:1]=[C:2]1[C:8]2[CH:9]=[CH:10][C:11]([CH:13]([CH3:17])[C:14](Cl)=[O:15])=[CH:12][C:7]=2[CH2:6][CH2:5][C:4]2[CH:18]=[CH:19][CH:20]=[CH:21][C:3]1=2.[CH3:22][OH:23].N1C=CC=CC=1>C(Cl)Cl.C(OCC)C.O>[O:1]=[C:2]1[C:8]2[CH:9]=[CH:10][C:11]([CH:13]([CH3:17])[C:14]([O:23][CH3:22])=[O:15])=[CH:12][C:7]=2[CH2:6][CH2:5][C:4]2[CH:18]=[CH:19][CH:20]=[CH:21][C:3]1=2. Reported procedure: A solution of 2-(5-oxo-10,11-dihydrodibenzo[a,d]cyclohepten-2-yl)propionyl chloride (10 g.) in methylene chloride (100 cc.) is added at 20°C. and over the course of 10 minutes to a mixture of methanol (100 cc.) and anhydrous pyridine (10 cc.). On concentrating the reaction mixture to dryness, a paste-like residue (weighing 14 g.) is obtained and the latter is taken up in diethyl ether (500 c.) and water (100 cc.). The ether phase is decanted, washed twice with water (total 100 cc.) and dried ove... The reactants are CCO, O=c1cc(-c2ccncc2)[nH]c2c([N+](=O)[O-])cccc12. The product is Nc1cccc2c(=O)cc(-c3ccncc3)[nH]c12. As a reaction SMILES: [CH3:21][CH2:22][OH:23].[N+:1]([O-:2])(=[O:3])[c:4]1[cH:5][cH:6][cH:7][c:8]2[c:9](=[O:20])[cH:10][c:11](-[c:14]3[cH:15][cH:16][n:17][cH:18][cH:19]3)[nH:12][c:13]12>>[NH2:1][c:4]1[cH:5][cH:6][cH:7][c:8]2[c:9](=[O:20])[cH:10][c:11](-[c:14]3[cH:15][cH:16][n:17][cH:18][cH:19]3)[nH:12][c:13]12. Starting materials: CN(C)C(=O)Sc1c(Cl)ccc2c1CCN(C(=O)OC(C)(C)C)CC2, CO, [Cl-], [K+], [NH4+], [OH-], O. The product is CC(C)(C)OC(=O)N1CCc2ccc(Cl)c(S)c2CC1. RXN SMILES: [C:1]([CH3:2])([CH3:3])([CH3:4])[O:5][C:6](=[O:7])[N:8]1[CH2:9][CH2:10][c:11]2[c:12]([c:15]([S:20][C:21](=[O:22])[N:23]([CH3:24])[CH3:25])[c:16]([Cl:19])[cH:17][cH:18]2)[CH2:13][CH2:14]1.[CH3:31][OH:32].[Cl-:28].[K+:27].[NH4+:29].[OH-:26].[OH2:30]>>[C:1]([CH3:2])([CH3:3])([CH3:4])[O:5][C:6](=[O:7])[N:8]1[CH2:9][CH2:10][c:11]2[c:12]([c:15]([SH:20])[c:16]([Cl:19])[cH:17][cH:18]2)[CH2:13][CH2:14]1. Starting materials: [Al+3], CCOC(=O)c1c(CC)nn2ccc3oc(C)cc3c12, [H-], [H-], [H-], [H-], [Li+], [Na+], [Na+], C1CCOC1, O, O, O, O, O, O, O, O, O, O, O=S(=O)([O-])[O-]. Yields the product CCc1nn2ccc3oc(C)cc3c2c1CO. Reaction SMILES: [Al+3:2].[CH2:7]([CH3:8])[c:9]1[n:10][n:11]2[c:12]([c:13]3[c:14]([cH:15][cH:16]2)[o:17][c:18]([CH3:20])[cH:19]3)[c:21]1[C:22](=[O:23])[O:24][CH2:25][CH3:26].[H-:1].[H-:4].[H-:5].[H-:6].[Li+:3].[Na+:42].[Na+:43].[O:44]1[CH2:45][CH2:46][CH2:47][CH2:48]1.[OH2:27].[OH2:28].[OH2:29].[OH2:30].[OH2:31].[OH2:32].[OH2:33].[OH2:34].[OH2:35].[OH2:36].[S:37]([O-:38])([O-:39])(=[O:40])=[O:41]>>[CH2:7]([CH3:8])[c:9]1[n:10][n:11]2[c:12]([c:13]3[c:14]([cH:15][cH:16]2)[o:17][c:18]([CH3:20])[cH:19]3)[c:21]1[CH2:22][OH:23]. Starting materials: [BH4-], CC(C)(C)OC(=O)NN=C1CCN(C(=O)OC(C)(C)C)CC1, O=C([O-])O, CO, [Na+], [Na+], C1CCOC1. Reaction SMILES: [BH4-:23].[C:1]([CH3:2])([CH3:3])([CH3:4])[O:5][C:6](=[O:7])[N:8]1[CH2:9][CH2:10][C:11](=[N:14][NH:15][C:16](=[O:17])[O:18][C:19]([CH3:20])([CH3:21])[CH3:22])[CH2:12][CH2:13]1.[C:25](=[O:26])([OH:27])[O-:28].[CH3:30][OH:31].[Na+:24].[Na+:29].[O:32]1[CH2:33][CH2:34][CH2:35][CH2:36]1>>[C:1]([CH3:2])([CH3:3])([CH3:4])[O:5][C:6](=[O:7])[N:8]1[CH2:9][CH2:10][CH:11]([NH:14][NH:15][C:16](=[O:17])[O:18][C:19]([CH3:20])([CH3:21])[CH3:22])[CH2:12][CH2:13]1. Yields the product CC(C)(C)OC(=O)NNC1CCN(C(=O)OC(C)(C)C)CC1.